Dataset: the Open Reaction Database (ORD), a public repository of structured organic reaction records. Task: describe an organic reaction: reactants, conditions, products, and yield Starting materials: CCOC(=O)C1C(c2ccccc2)c2ccccc2C1c1ccc2c(c1)OCO2, C1CCOC1, CCO, [K+], [OH-]. Product: O=C(O)C1C(c2ccccc2)c2ccccc2C1c1ccc2c(c1)OCO2. RXN SMILES: [CH2:1]([CH3:2])[O:3][C:4](=[O:5])[CH:6]1[CH:7]([c:21]2[cH:22][c:23]3[c:24]([cH:25][cH:26]2)[O:27][CH2:28][O:29]3)[c:8]2[cH:9][cH:10][cH:11][cH:12][c:13]2[CH:14]1[c:15]1[cH:16][cH:17][cH:18][cH:19][cH:20]1.[CH2:30]1[O:31][CH2:32][CH2:33][CH2:34]1.[CH3:37][CH2:38][OH:39].[K+:36].[OH-:35]>>[O:3]=[C:4]([OH:5])[CH:6]1[CH:7]([c:21]2[cH:22][c:23]3[c:24]([cH:25][cH:26]2)[O:27][CH2:28][O:29]3)[c:8]2[cH:9][cH:10][cH:11][cH:12][c:13]2[CH:14]1[c:15]1[cH:16][cH:17][cH:18][cH:19][cH:20]1. The reactants are CCO, CC(=O)[O-], CCn1ncc2c(NC3CCCCC3)c(C=O)cnc21, Cl, NO, [Na+]. Yields the product CCn1ncc2c(NC3CCCCC3)c(C=NO)cnc21. As a reaction SMILES: [CH3:29][CH2:30][OH:31].[CH3:5][C:6](=[O:7])[O-:8].[CH:9]1([NH:15][c:16]2[c:17]3[c:18]([n:19][cH:20][c:21]2[CH:22]=[O:23])[n:24]([CH2:27][CH3:28])[n:25][cH:26]3)[CH2:10][CH2:11][CH2:12][CH2:13][CH2:14]1.[ClH:1].[NH2:2][OH:3].[Na+:4]>>[N:2]([OH:3])=[CH:22][c:21]1[c:16]([NH:15][CH:9]2[CH2:10][CH2:11][CH2:12][CH2:13][CH2:14]2)[c:17]2[c:18]([n:19][cH:20]1)[n:24]([CH2:27][CH3:28])[n:25][cH:26]2. Reactants: COC(=O)NC(C(=O)N1CCCC1c1nc(-c2ccc(-c3ccc(C(=O)CN(C(=O)[O-])C(C)(C)C)cc3)cc2)c[nH]1)C(C)C, ClCCl, Cl. Yields the product COC(=O)NC(C(=O)N1CCCC1c1nc(-c2ccc(-c3ccc(C(=O)CN)cc3)cc2)c[nH]1)C(C)C. Reaction SMILES: [CH3:1][C:2]([N:5]([C:3](=[O:4])[O-:6])[CH2:9][C:10](=[O:11])[c:12]1[cH:13][cH:14][c:15](-[c:18]2[cH:19][cH:20][c:21](-[c:24]3[n:25][c:26]([CH:29]4[N:30]([C:34]([CH:35]([CH:36]([CH3:37])[CH3:38])[NH:39][C:40](=[O:41])[O:42][CH3:43])=[O:44])[CH2:31][CH2:32][CH2:33]4)[nH:27][cH:28]3)[cH:22][cH:23]2)[cH:16][cH:17]1)([CH3:7])[CH3:8].[Cl:46][CH2:47][Cl:48].[ClH:45]>>[NH2:5][CH2:9][C:10](=[O:11])[c:12]1[cH:13][cH:14][c:15](-[c:18]2[cH:19][cH:20][c:21](-[c:24]3[n:25][c:26]([CH:29]4[N:30]([C:34]([CH:35]([CH:36]([CH3:37])[CH3:38])[NH:39][C:40](=[O:41])[O:42][CH3:43])=[O:44])[CH2:31][CH2:32][CH2:33]4)[nH:27][cH:28]3)[cH:22][cH:23]2)[cH:16][cH:17]1. Reactants: NC=1C=C(CC2(CC2)C(=O)OC(C)(C)C)C=CC1F (tert-butyl 1-(3-amino-4-fluorobenzyl)cyclopropanecarboxylate), ClN1C(CCC1=O)=O (N-chlorosuccinimide). The solvent is C(C)#N (acetonitrile). Run at time 80 minute. Yields the product NC=1C(=CC(=C(CC2(CC2)C(=O)OC(C)(C)C)C1)Cl)F (tert-Butyl 1-(5-amino-2-chloro-4-fluorobenzyl)cyclopropanecarboxylate), crude product. Reaction SMILES: [NH2:1][C:2]1[CH:3]=[C:4]([CH:16]=[CH:17][C:18]=1[F:19])[CH2:5][C:6]1([C:9]([O:11][C:12]([CH3:15])([CH3:14])[CH3:13])=[O:10])[CH2:8][CH2:7]1.[Cl:20]N1C(=O)CCC1=O>C(#N)C>[NH2:1][C:2]1[C:18]([F:19])=[CH:17][C:16]([Cl:20])=[C:4]([CH:3]=1)[CH2:5][C:6]1([C:9]([O:11][C:12]([CH3:15])([CH3:14])[CH3:13])=[O:10])[CH2:7][CH2:8]1. Procedure: 2.0 g (7.54 mmol) of tert-butyl 1-(3-amino-4-fluorobenzyl)cyclopropanecarboxylate were dissolved in 20.0 ml of acetonitrile, and 1.06 g (7.92 mmol) of N-chlorosuccinimide were added in several portions at RT. The reaction mixture was stirred at RT for 80 min and then at 45° C. for 8 h. After cooling, the acetonitrile was removed under reduced pressure. The residue was taken up in dichloromethane and washed with saturated sodium bicarbonate solution and saturated sodium chloride solution. The org... Starting materials: [Al+3], C1CCOC1, CCOC(=O)c1cc(C(C)NC(=O)C2CC2(C)c2ccc(C(F)(F)F)cc2)ccc1NS(C)(=O)=O, [H-], [H-], [H-], [H-], [Li+]. The product is CC(NC(=O)C1CC1(C)c1ccc(C(F)(F)F)cc1)c1ccc(NS(C)(=O)=O)c(CO)c1. Reaction SMILES: [Al+3:37].[CH2:42]1[O:43][CH2:44][CH2:45][CH2:46]1.[CH3:1][S:2](=[O:3])(=[O:4])[NH:5][c:6]1[c:7]([C:8](=[O:9])[O:10][CH2:11][CH3:12])[cH:13][c:14]([CH:17]([CH3:18])[NH:19][C:20](=[O:21])[CH:22]2[C:23]([c:25]3[cH:26][cH:27][c:28]([C:31]([F:32])([F:33])[F:34])[cH:29][cH:30]3)([CH3:35])[CH2:24]2)[cH:15][cH:16]1.[H-:36].[H-:39].[H-:40].[H-:41].[Li+:38]>>[CH3:1][S:2](=[O:3])(=[O:4])[NH:5][c:6]1[c:7]([CH2:8][OH:9])[cH:13][c:14]([CH:17]([CH3:18])[NH:19][C:20](=[O:21])[CH:22]2[C:23]([c:25]3[cH:26][cH:27][c:28]([C:31]([F:32])([F:33])[F:34])[cH:29][cH:30]3)([CH3:35])[CH2:24]2)[cH:15][cH:16]1.